Dataset: the Open Reaction Database (ORD), a public repository of structured organic reaction records. Task: describe an organic reaction: reactants, conditions, products, and yield The reactants are NCCC1=CC=C(C=C1)O (tyramine), C1(=CC=CC=C1)C1CCC(CC1)=O (4-phenylcyclohexanone), Cl (HCl), [BH4-].[Na+] (sodium borohydride). RXN SMILES: [NH2:1][CH2:2][CH2:3][C:4]1[CH:9]=[CH:8][C:7]([OH:10])=[CH:6][CH:5]=1.[C:11]1([CH:17]2[CH2:22][CH2:21][C:20](=O)[CH2:19][CH2:18]2)[CH:16]=[CH:15][CH:14]=[CH:13][CH:12]=1.[BH4-].[Na+].Cl>CC(O)C.C1COCC1>[C:11]1([C@H:17]2[CH2:22][CH2:21][C@H:20]([NH:1][CH2:2][CH2:3][C:4]3[CH:9]=[CH:8][C:7]([OH:10])=[CH:6][CH:5]=3)[CH2:19][CH2:18]2)[CH:16]=[CH:15][CH:14]=[CH:13][CH:12]=1 |f:2.3|. Product: C1(=CC=CC=C1)[C@@H]1CC[C@H](CC1)NCCC1=CC=C(C=C1)O (trans-4-[2-(4-phenylcyclohexylamino)ethyl]phenol). The solvent is CC(C)O (2-propanol), C1CCOC1 (THF). Conditions: time 2 hour. The yield is 15.1%. Procedure: To a stirred solution of tyramine (3.0 g, 22 mmol) in 2-propanol (100 mL) and THF (50 mL) was added 4-phenylcyclohexanone 1 (3.8 g, 22 mmol) and 3 Å molecular sieves. After 2 hours, sodium borohydride (1.2 g, 31 mmol) was added, and the reaction mixture was stirred overnight. The reaction mixture was quenched with MeOH, filtered through Celite, and the filtrate was concentrated under reduced pressure. Purification by flash chromatography (silica, 9:1 CH2Cl2:MeOH) gave the free base which was con... Reactants: CN1CC(=O)NC1=N, O=C=Nc1ccc(Cl)cc1, CN(C)C=O. The product is CN1CC(=O)NC1=NC(=O)Nc1ccc(Cl)cc1. As a reaction SMILES: [CH3:1][N:2]1[CH2:3][C:4](=[O:5])[NH:6][C:7]1=[NH:8].[Cl:9][c:10]1[cH:11][cH:12][c:13]([N:16]=[C:17]=[O:18])[cH:14][cH:15]1.[O:19]=[CH:20][N:21]([CH3:22])[CH3:23]>>[CH3:1][N:2]1[CH2:3][C:4](=[O:5])[NH:6][C:7]1=[N:8][C:17]([NH:16][c:13]1[cH:12][cH:11][c:10]([Cl:9])[cH:15][cH:14]1)=[O:18]. Starting materials: O=C1C=C2C(=NN1)C1=C(CCC2)C=CC=C1 (3-Oxo-6,7-dihydro-5H-benzo[6,7]cyclohepta[1,2-c]pyridazine), O(Cl)Cl.[P+3] (phosphorus (III) oxychloride). Yields the product ClC1=CC2=C(N=N1)C1=C(CCC2)C=CC=C1 (3-chloro-6,7-dihydro-5H-benzo[6,7]cyclohepta[1,2-c]pyridazine). Reaction SMILES: O=[C:2]1[NH:7][N:6]=[C:5]2[C:8]3[CH:16]=[CH:15][CH:14]=[CH:13][C:9]=3[CH2:10][CH2:11][CH2:12][C:4]2=[CH:3]1.O(Cl)[Cl:18].[P+3]>>[Cl:18][C:2]1[N:7]=[N:6][C:5]2[C:8]3[CH:16]=[CH:15][CH:14]=[CH:13][C:9]=3[CH2:10][CH2:11][CH2:12][C:4]=2[CH:3]=1 |f:1.2|. Reported procedure: Alternatively, 3-Oxo-6,7-dihydro-5H-benzo[6,7]cyclohepta[1,2-c]pyridazine was heated with 20 mL of phosphorus (III) oxychloride at 100° C. for 4.75 h. The solvent was removed under vacuum. The residue was treated with ice and saturated sodium bicarbonate solution. The solid which formed was filtered off, washed well with water and air-dried to yield the corresponding 3-chloro-6,7-dihydro-5H-benzo[6,7]cyclohepta[1,2-c]pyridazine (1.6 g); 1H NMR (CDCl3, 300 MHz) 7.82 (m, 1H), 7.44 (m, 2H), 7.39 (s... Reactants: ester, BrC1=CC=C(C=C1)C=CC(=O)C=1C=C2C(CC(N(C2=CC1)CCCCCCCCC)=O)(C)C (6-[3-(4-bromophenyl)acryloyl]-4,4-dimethyl-1-nonyl-3,4-dihydro-1H-quinolin-2-one), BrC1=CC=C(C=C1)C=CC(=O)C=1C=C2C(CC(N(C2=CC1)CCCCCCCCC)=O)(C)C (6-[3-(4-bromophenyl)acryloyl]-4,4-dimethyl-1-nonyl-3,4-dihydro-1H-quinolin-2-one), C1(=CC=CC=C1)P(CCCP(C1=CC=CC=C1)C1=CC=CC=C1)C1=CC=CC=C1 (1,3-bis(diphenylphosphino)propane), CN(C=O)C (dimethylformamide), [OH-].[K+] (KOH), Cl (HCl). Reagents/catalysts: C(C)(=O)[O-].[Pd+2].C(C)(=O)[O-] (palladium acetate). Solvent: C(C)O (ethanol), C(C)O (ethanol), C(C)N(CC)CC (triethylamine). Reaction conditions: temperature 110 celsius, time 3 hour. Yields the product C(CCCCCCCC)N1C(CC(C2=CC(=CC=C12)C(C=CC1=CC=C(C(=O)O)C=C1)=O)(C)C)=O (4-[3-(1-Nonyl-4,4-dimethyl-2-oxo-1,2,3,4-tetrahydro-quinolin-6-yl)-3-oxo-propenyl]-benzoic acid). Yield: 11.0%. RXN SMILES: Br[C:2]1[CH:7]=[CH:6][C:5]([CH:8]=[CH:9][C:10]([C:12]2[CH:13]=[C:14]3[C:19](=[CH:20][CH:21]=2)[N:18]([CH2:22][CH2:23][CH2:24][CH2:25][CH2:26][CH2:27][CH2:28][CH2:29][CH3:30])[C:17](=[O:31])[CH2:16][C:15]3([CH3:33])[CH3:32])=[O:11])=[CH:4][CH:3]=1.C1(P(C2C=CC=CC=2)CCCP(C2C=CC=CC=2)C2C=CC=CC=2)C=CC=CC=1.[OH-:63].[K+].Cl.CN(C)[CH:68]=[O:69]>C(O)C.C([O-])(=O)C.[Pd+2].C([O-])(=O)C.C(N(CC)CC)C>[CH2:22]([N:18]1[C:19]2[C:14](=[CH:13][C:12]([C:10](=[O:11])[CH:9]=[CH:8][C:5]3[CH:6]=[CH:7][C:2]([C:68]([OH:69])=[O:63])=[CH:3][CH:4]=3)=[CH:21][CH:20]=2)[C:15]([CH3:33])([CH3:32])[CH2:16][C:17]1=[O:31])[CH2:23][CH2:24][CH2:25][CH2:26][CH2:27][CH2:28][CH2:29][CH3:30] |f:2.3,7.8.9|. Procedure: A solution of 6-[3-(4-bromophenyl)acryloyl]-4,4-dimethyl-1-nonyl-3,4-dihydro-1H-quinolin-2-one (Intermediate 7d, 68 mg, 0.13 mmol), 1,3-bis(diphenylphosphino)propane (20 mg, 0.05 mmol) and palladium acetate (11 mg, 0.05 mmol) in 5 mL of dimethylformamide in a sealed tube was added 1 mL of triethylamine and 2 mL of anhydrous ethanol. Carbon monoxide was bubbled through the solution for 20 min, then the tube was sealed and heated at 110° C. for 12 h. The reaction mixture was then cooled to room te... The reactants are [Al+3], CCOC(=O)C1(C)CCCNC1, [H-], [H-], [H-], [H-], [K+], [Li+], C1CCOC1, [OH-], O. Product: CC1(CO)CCCNC1. RXN SMILES: [Al+3:19].[CH3:1][C:2]1([C:8](=[O:9])[O:10][CH2:11][CH3:12])[CH2:3][NH:4][CH2:5][CH2:6][CH2:7]1.[H-:18].[H-:21].[H-:22].[H-:23].[K+:25].[Li+:20].[O:13]1[CH2:14][CH2:15][CH2:16][CH2:17]1.[OH-:24].[OH2:26]>>[CH3:1][C:2]1([CH2:8][OH:9])[CH2:3][NH:4][CH2:5][CH2:6][CH2:7]1. The reactants are C(=O)(O)CCCCC=1C=C(C=CC1)/C(/C=C/C1=[N+](C=2C=CC3=C(C2C1(C)C)C=C(C=C3S(=O)(=O)[O-])S(=O)(=O)[O-])CCCCS(=O)(=O)[O-])=C\C=C\3/C(C=1C(N(C=C(C1)Cl)CCCCS(=O)(=O)[O-])=N3)(C)C.[Na+].[Na+].[Na+] (Sodium 2-((1E,3Z,5E)-3-(3-(4-Carboxybutyl)phenyl)-5-(5-chloro-3,3-dimethyl-7-(4-sulfonatobutyl)-3,7-dihydro-2H-pyrrolo[2,3-b]pyridin-2-ylidene)penta-1,3-dienyl)-1,1-dimethyl-3-(4-sulfonatobutyl)-1H-benzo[e]indolium-6,8-disulfonate), B(O)(O)C=1C=C(C=CC1)CCC(=O)O (3-(3-boronophenyl)propionic acid). Yields the product C(=O)(O)CCC=1C=C(C=CC1)/C(/C=C/C1=[N+](C=2C=CC3=C(C2C1(C)C)C=C(C=C3S(=O)(=O)[O-])S(=O)(=O)[O-])CCCCS(=O)(=O)[O-])=C\C=C\3/C(C=1C(N(C=C(C1)Cl)CCCCS(=O)(=O)[O-])=N3)(C)C.[Na+].[Na+].[Na+] (Sodium 2-((1E,3Z,5E)-3-(3-(2-Carboxyethyl)phenyl)-5-(5-chloro-3,3-dimethyl-7-(4-sulfonatobutyl)-3,7-dihydro-2H-pyrrolo[2,3-b]pyridin-2-ylidene)penta-1,3-dienyl)-1,1-dimethyl-3-(4-sulfonatobutyl)-1H-benzo[e]indolium-6,8-disulfonate). As a reaction SMILES: C(CCCCC1C=C(/[C:14](=[CH:48]\[CH:49]=[C:50]2/[C:51]([CH3:69])([CH3:68])[C:52]3[C:53](=[N:67]/2)[N:54]([CH2:59][CH2:60][CH2:61][CH2:62][S:63]([O-:66])(=[O:65])=[O:64])[CH:55]=[C:56]([Cl:58])[CH:57]=3)/[CH:15]=[CH:16]/[C:17]2[C:25]([CH3:27])([CH3:26])[C:24]3[C:23]4[CH:28]=[C:29]([S:36]([O-:39])(=[O:38])=[O:37])[CH:30]=[C:31]([S:32]([O-:35])(=[O:34])=[O:33])[C:22]=4[CH:21]=[CH:20][C:19]=3[N+:18]=2[CH2:40][CH2:41][CH2:42][CH2:43][S:44]([O-:47])(=[O:46])=[O:45])C=CC=1)(O)=O.[Na+:70].[Na+].[Na+].B([C:76]1[CH:77]=[C:78]([CH2:82][CH2:83][C:84]([OH:86])=[O:85])[CH:79]=[CH:80][CH:81]=1)(O)O>>[C:84]([CH2:83][CH2:82][C:78]1[CH:77]=[C:76](/[C:14](=[CH:48]\[CH:49]=[C:50]2/[C:51]([CH3:69])([CH3:68])[C:52]3[C:53](=[N:67]/2)[N:54]([CH2:59][CH2:60][CH2:61][CH2:62][S:63]([O-:66])(=[O:64])=[O:65])[CH:55]=[C:56]([Cl:58])[CH:57]=3)/[CH:15]=[CH:16]/[C:17]2[C:25]([CH3:27])([CH3:26])[C:24]3[C:23]4[CH:28]=[C:29]([S:36]([O-:39])(=[O:37])=[O:38])[CH:30]=[C:31]([S:32]([O-:35])(=[O:33])=[O:34])[C:22]=4[CH:21]=[CH:20][C:19]=3[N+:18]=2[CH2:40][CH2:41][CH2:42][CH2:43][S:44]([O-:47])(=[O:45])=[O:46])[CH:81]=[CH:80][CH:79]=1)([OH:86])=[O:85].[Na+:70].[Na+:70].[Na+:70] |f:0.1.2.3,5.6.7.8|. Procedure: Compound 30 is prepared analogously to compound 28 (Example 37), except that 3-(3-boronophenyl)propionic acid is used as a starting material. The reactants are ice water, ClC1=CC=C2C=CC(=NC2=C1)C=1OC2=C(C1)C=C(C=C2)N (7-chloro-2-(5-aminobenzofuran-2-yl)-quinoline), N1=CC=CC=C1 (pyridine), CC1(C(=O)OC(C1)=O)C (2,2-dimethylsuccinic anhydride). Solvent: ClCCl (dichloromethane), CN(C=O)C (N,N-dimethylformamide). Run at time 1 day. The product is ClC1=CC=C2C=CC(=NC2=C1)C=1OC2=C(C1)C=C(C=C2)NC(CC(C)(C)C(=O)O)=O (7-chloro-2-[5-(3-carboxy-3-methylbutyrylamino)benzofuran-2-yl]quinoline). As a reaction SMILES: [Cl:1][C:2]1[CH:11]=[C:10]2[C:5]([CH:6]=[CH:7][C:8]([C:12]3[O:13][C:14]4[CH:20]=[CH:19][C:18]([NH2:21])=[CH:17][C:15]=4[CH:16]=3)=[N:9]2)=[CH:4][CH:3]=1.N1C=CC=CC=1.[CH3:28][C:29]1([CH3:36])[CH2:34][C:33](=[O:35])[O:32][C:30]1=[O:31]>ClCCl.CN(C)C=O>[Cl:1][C:2]1[CH:11]=[C:10]2[C:5]([CH:6]=[CH:7][C:8]([C:12]3[O:13][C:14]4[CH:20]=[CH:19][C:18]([NH:21][C:33](=[O:35])[CH2:34][C:29]([C:30]([OH:32])=[O:31])([CH3:36])[CH3:28])=[CH:17][C:15]=4[CH:16]=3)=[N:9]2)=[CH:4][CH:3]=1. Procedure details: To a mixture of 7-chloro-2-(5-aminobenzofuran-2-yl)-quinoline (0.28 g) and pyridine (0.12 ml) in a mixture of dichloromethane (10 ml) and N,N-dimethylformamide (20 ml), 2,2-dimethylsuccinic anhydride was added dropwise at ambient temperature- After being stirred at ambient temperature for 1 day, the resulting mixture was poured into ice-water. The appeared precipitates were collected by filtration, washed with water and recrystallized from ethanol to give 7-chloro-2-[5-(3-carboxy-3-methylbutyryl...